Dataset: the Open Reaction Database (ORD), a public repository of structured organic reaction records. Task: describe an organic reaction: reactants, conditions, products, and yield The reactants are CC(=O)O, Cl, O=C1CN2CCC1CC2, [Na+], [Na+], [Na+], O=S(=O)([O-])[O-], O=C([O-])O, Nc1ccc(-c2ccc(N)cc2)cc1. The product is Nc1ccc(-c2ccc(NC3CN4CCC3CC4)cc2)cc1. Reaction SMILES: [CH3:37][C:38](=[O:39])[OH:40].[ClH:1].[N:2]12[CH2:3][C:4](=[O:10])[CH:5]([CH2:6][CH2:7]1)[CH2:8][CH2:9]2.[Na+:25].[Na+:26].[Na+:36].[O-:27][S:28]([O-:29])(=[O:30])=[O:31].[O-:32][C:33]([OH:34])=[O:35].[c:11]1(-[c:18]2[cH:19][cH:20][c:21]([NH2:24])[cH:22][cH:23]2)[cH:12][cH:13][c:14]([NH2:17])[cH:15][cH:16]1>>[N:2]12[CH2:3][CH:4]([NH:17][c:14]3[cH:13][cH:12][c:11](-[c:18]4[cH:19][cH:20][c:21]([NH2:24])[cH:22][cH:23]4)[cH:16][cH:15]3)[CH:5]([CH2:6][CH2:7]1)[CH2:8][CH2:9]2. Yields the product BrC1=C(C=NN1C(C)C)CC1(CCN(CC1)C(=O)OC(C)(C)C)C(=O)OCC (1-tert-butyl 4-ethyl 4-((5-bromo-1-isopropyl-1H-pyrazol-4-yl)methyl)piperidine-1,4-dicarboxylate). Run at time 20 minute. The solvent is CC1OCCC1 (2-methyltetrahydrofuran), O (water), CC1OCCC1 (2-methyl tetrahydrofuran). Starting materials: BrC1=C(C=NN1C(C)C)CBr (5-bromo-4-(bromomethyl)-1-isopropyl-1H-pyrazole), N1(CCC(CC1)C(=O)OCC)C(=O)OC(C)(C)C (1-tert-butyl 4-ethyl piperidine-1,4-dicarboxylate), O1CCCC1 (tetrahydrofuran), [Li+].C[Si](C)(C)[N-][Si](C)(C)C (LiHMDS). As a reaction SMILES: [N:1]1([C:12]([O:14][C:15]([CH3:18])([CH3:17])[CH3:16])=[O:13])[CH2:6][CH2:5][CH:4]([C:7]([O:9][CH2:10][CH3:11])=[O:8])[CH2:3][CH2:2]1.[Li+].C[Si]([N-][Si](C)(C)C)(C)C.O1CCCC1.[Br:34][C:35]1[N:39]([CH:40]([CH3:42])[CH3:41])[N:38]=[CH:37][C:36]=1[CH2:43]Br>CC1CCCO1.O>[Br:34][C:35]1[N:39]([CH:40]([CH3:42])[CH3:41])[N:38]=[CH:37][C:36]=1[CH2:43][C:4]1([C:7]([O:9][CH2:10][CH3:11])=[O:8])[CH2:3][CH2:2][N:1]([C:12]([O:14][C:15]([CH3:17])([CH3:16])[CH3:18])=[O:13])[CH2:6][CH2:5]1 |f:1.2|. Yield: 46.9%. Procedure: To a stirred solution of 1-tert-butyl 4-ethyl piperidine-1,4-dicarboxylate (14.5 g, 56.3 mmol) in 2-methyl tetrahydrofuran (120 mL) was added, dropwise, 1 M LiHMDS in tetrahydrofuran (57 mL, 56.3 mmol) at −78° C. under argon. After 20 min, 5-bromo-4-(bromomethyl)-1-isopropyl-1H-pyrazole (12.2 g, 43.3 mmol) in 2-methyltetrahydrofuran (10 mL) was added. The mixture was allowed to warm to room temperature and stirred for 18 hours. The mixture was diluted with water (200 mL) and the mixture was sepa... The reactants are ClC1=CC=C(C=C1)C(C)=O (4'-chloroacetophenone), Cl.NOCCOC1=CC=C(CC2C(NC(S2)=O)=O)C=C1 (5-[4-(2-aminooxyethoxy)benzyl]-thiazolidine-2,4-dione hydrochloride). Product: ClC1=CC=C(C=C1)C(C)=NOCCOC1=CC=C(CC2C(NC(S2)=O)=O)C=C1 (5-(4-{2-[1-(4-Chlorophenyl)ethylideneaminooxy]-ethoxy}benzyl)thiazolidine-2,4-dione). RXN SMILES: [Cl:1][C:2]1[CH:7]=[CH:6][C:5]([C:8](=O)[CH3:9])=[CH:4][CH:3]=1.Cl.[NH2:12][O:13][CH2:14][CH2:15][O:16][C:17]1[CH:30]=[CH:29][C:20]([CH2:21][CH:22]2[S:26][C:25](=[O:27])[NH:24][C:23]2=[O:28])=[CH:19][CH:18]=1>>[Cl:1][C:2]1[CH:7]=[CH:6][C:5]([C:8](=[N:12][O:13][CH2:14][CH2:15][O:16][C:17]2[CH:18]=[CH:19][C:20]([CH2:21][CH:22]3[S:26][C:25](=[O:27])[NH:24][C:23]3=[O:28])=[CH:29][CH:30]=2)[CH3:9])=[CH:4][CH:3]=1 |f:1.2|. Procedure details: Following a procedure similar to that described in Example 40(f), 0.18 ml of 4'-chloroacetophenone was reacted with 400 mg of 5-[4-(2-aminooxyethoxy)benzyl]-thiazolidine-2,4-dione hydrochloride [prepared as described in Example 40(e)]. The reaction mixture was then concentrated by evaporation under reduced pressure, and the resulting residue was extracted with ethyl acetate. The extract was washed with water and the solvent was removed by distillation under reduced pressure. The residue was mixe... Starting materials: CCOC(=O)c1cc(C=Cc2ccc(O)c(OC)c2)n[nH]1, CCO, Cl, [K+], [OH-], O. Product: COc1cc(C=Cc2cc(C(=O)O)[nH]n2)ccc1O. As a reaction SMILES: [CH2:1]([CH3:2])[O:3][C:4](=[O:5])[c:6]1[cH:7][c:8]([CH:11]=[CH:12][c:13]2[cH:14][c:15]([O:20][CH3:21])[c:16]([OH:19])[cH:17][cH:18]2)[n:9][nH:10]1.[CH3:25][CH2:26][OH:27].[ClH:24].[K+:23].[OH-:22].[OH2:28]>>[O:3]=[C:4]([OH:5])[c:6]1[cH:7][c:8]([CH:11]=[CH:12][c:13]2[cH:14][c:15]([O:20][CH3:21])[c:16]([OH:19])[cH:17][cH:18]2)[n:9][nH:10]1. The reactants are solution, C(#N)C1=NC=CN=C1 (2-cyanopyrazine), C(C(C)(C)C)(=O)O (pivalic acid), [NH4+].[NH4+].[O-]S(=O)(=O)OOS(=O)(=O)[O-] (ammonium peroxodisulfate). Reagents/catalysts: [N+](=O)([O-])[O-].[Ag+] (silver nitrate). Reaction conditions: temperature 80 celsius, time 2.5 hour. The product is C(C)(C)(C)C=1N=CC(=NC1)C#N (5-Tert-butylpyrazine-2-carbonitrile). RXN SMILES: [C:1]([C:3]1[CH:8]=[N:7][CH:6]=[CH:5][N:4]=1)#[N:2].[C:9](O)(=O)[C:10](C)([CH3:12])[CH3:11].[NH4+].[NH4+].[O-]S(OOS([O-])(=O)=O)(=O)=O>[N+]([O-])([O-])=O.[Ag+]>[C:10]([C:6]1[N:7]=[CH:8][C:3]([C:1]#[N:2])=[N:4][CH:5]=1)([CH3:12])([CH3:11])[CH3:9] |f:2.3.4,5.6|. Procedure details: To an aqueous (1.5 L) solution of 2-cyanopyrazine (60 g), pivalic acid (56 mL) and ammonium peroxodisulfate (100 g) were added, then silver nitrate (146 g) was added, and the resultant was stirred at 80° C. for 2.5 hours. The reaction solution was extracted with ethyl acetate. Ethyl acetate was further added to the extract, and the suspension was filtered. Saturated saline was added to the filtrate, followed by extraction with ethyl acetate. The organic layer was dried over magnesium sulfate, an... Starting materials: resultant mixture, S(O)(O)(=O)=O (sulfuric acid), NC=1C=CC2=C(C(=CC(O2)(CF)CF)C#N)C1 (6-amino-4-cyano-2,2-bis(fluoromethyl)-2H-1-benzopyran), N(=O)[O-].[Na+] (sodium nitrite), [Br-].[Na+] (sodium bromide), S(=O)([O-])[O-].[Na+].[Na+] (sodium sulfite), Br (hydrobromic acid), cuprous bromide. Reagents/catalysts: O.O.O.O.O.S(=O)(=O)([O-])[O-].[Cu+2] (copper (II) sulfate pentahydrate). Solvent: O (Water), C(C)(=O)O (acetic acid). Conditions: time 1 hour. Product: BrC=1C=CC2=C(C(=CC(O2)(CF)CF)C#N)C1 (6-bromo-4-cyano-2,2-bis(fluoromethyl)-2H-1-benzopyran). As a reaction SMILES: S(=O)(=O)(O)O.N([O-])=O.[Na+].N[C:11]1[CH:12]=[CH:13][C:14]2[O:19][C:18]([CH2:22][F:23])([CH2:20][F:21])[CH:17]=[C:16]([C:24]#[N:25])[C:15]=2[CH:26]=1.[BrH:27].[Br-].[Na+].S([O-])([O-])=O.[Na+].[Na+]>O.O.O.O.O.S([O-])([O-])(=O)=O.[Cu+2].O.C(O)(=O)C>[Br:27][C:11]1[CH:12]=[CH:13][C:14]2[O:19][C:18]([CH2:22][F:23])([CH2:20][F:21])[CH:17]=[C:16]([C:24]#[N:25])[C:15]=2[CH:26]=1 |f:1.2,5.6,7.8.9,10.11.12.13.14.15.16|. Reported procedure: 10 ml of concentrated sulfuric acid was heated at 40° C. and 760 mg of sodium nitrite acid was added therein. Then, the reaction solution was cooled to room temperature and 20 ml of an acetic acid solution of 2.0 g of 6-amino-4-cyano-2,2-bis(fluoromethyl)-2H-1-benzopyran was added therein. The reaction solution was dropped into 12 ml of an aqueous hydrobromic acid solution of cuprous bromide prepared in advance from 4.2 g of copper (II) sulfate pentahydrate, 2.6 g of sodium bromide and 1.1 g of ... Starting materials: NC1=C(C(=O)OC)C=C(C(=C1)Cl)I (methyl 2-amino-4-chloro-5-iodobenzoate), NC1=C(C(=O)OC)C=C(C(=C1)Cl)I (methyl 2-amino-4-chloro-5-iodobenzoate), BrC1=CC=C(C=C1)B(O)O ((4-bromophenyl)boronic acid), C([O-])([O-])=O.[Na+].[Na+] (sodium carbonate). The reagents and catalysts are [Pd].C1(=CC=CC=C1)P(C1=CC=CC=C1)C1=CC=CC=C1.C1(=CC=CC=C1)P(C1=CC=CC=C1)C1=CC=CC=C1.C1(=CC=CC=C1)P(C1=CC=CC=C1)C1=CC=CC=C1.C1(=CC=CC=C1)P(C1=CC=CC=C1)C1=CC=CC=C1 (tetrakis(triphenylphosphine) palladium). Run in O1CCOCC1 (1,4-dioxane). Run at temperature 80 celsius, time 3 day. The product is C(C)(C)OC(C)C (diisopropylether), NC1=C(C=C(C(=C1)Cl)C1=CC=C(C=C1)Br)C(=O)OC (methyl 4-amino-4′-bromo-6-chloro-3-biphenylcarboxylate). Isolated yield 55.8%. Reaction SMILES: [NH2:1][C:2]1[CH:11]=[C:10]([Cl:12])[C:9](I)=[CH:8][C:3]=1[C:4]([O:6][CH3:7])=[O:5].[Br:14][C:15]1[CH:20]=[CH:19][C:18](B(O)O)=[CH:17][CH:16]=1.C(=O)([O-])[O-:25].[Na+].[Na+]>O1CCOCC1.[Pd].C1(P(C2C=CC=CC=2)C2C=CC=CC=2)C=CC=CC=1.C1(P(C2C=CC=CC=2)C2C=CC=CC=2)C=CC=CC=1.C1(P(C2C=CC=CC=2)C2C=CC=CC=2)C=CC=CC=1.C1(P(C2C=CC=CC=2)C2C=CC=CC=2)C=CC=CC=1>[CH:3]([O:25][CH:20]([CH3:19])[CH3:15])([CH3:4])[CH3:8].[NH2:1][C:2]1[CH:11]=[C:10]([Cl:12])[C:9]([C:18]2[CH:19]=[CH:20][C:15]([Br:14])=[CH:16][CH:17]=2)=[CH:8][C:3]=1[C:4]([O:6][CH3:7])=[O:5] |f:2.3.4,6.7.8.9.10|. Procedure details: A suspension of methyl 2-amino-4-chloro-5-iodobenzoate (Intermediate 2) (8.2 g, 26.3 mmol), (4-bromophenyl)boronic acid (5.29 g, 26.3 mmol), tetrakis(triphenylphosphine) palladium (0.304 g, 0.263 mmol) and sodium carbonate (79 mL, 1M in water, 79 mmol) in 1,4-dioxane (300 mL) was stirred 3 days at 80° C. After cooling, the mixture was filtered through celite, the filtrate was then diluted with water and extracted twice with dichloromethane. The organic layer was dried over anhydrous sodium sulfa... The reactants are O=[Ag], CI, CC#N, COC(=O)CC(O)C(=O)OC. Product: COC(=O)CC(OC)C(=O)OC. As a reaction SMILES: [Ag:17]=[O:18].[CH3:12][I:13].[CH3:14][C:15]#[N:16].[CH3:1][O:2][C:3]([CH:4]([CH2:5][C:6](=[O:7])[O:8][CH3:9])[OH:10])=[O:11]>>[CH3:1][O:2][C:3]([CH:4]([CH2:5][C:6](=[O:7])[O:8][CH3:9])[O:10][CH3:12])=[O:11]. Reactants: CC(=O)Oc2ccc1cc(O)ccc1c2 (substrate), c4ccc(B3OB(c1ccccc1)OB(c2ccccc2)O3)cc4 (effective_coupling_partner). The reagents and catalysts are PCy3. Reaction conditions: temperature 110 celsius, time 12 hour. Product: Oc3ccc2cc(c1ccccc1)ccc2c3.